This data is from the Open Reaction Database (ORD), a public repository of structured organic reaction records. The task is: describe an organic reaction: reactants, conditions, products, and yield Starting materials: O=C([O-])O, COC(OC)N(C)C, C=C1SC(SCc2ccccc2CC(=O)OC)=NC1(C)C, [Na+], Cc1ccc(S(=O)(=O)[O-])cc1, c1cc[nH+]cc1. Product: C=C1SC(SCc2ccccc2C(=CN(C)C)C(=O)OC)=NC1(C)C. RXN SMILES: [C:47](=[O:48])([O-:49])[OH:50].[CH3:1][O:2][CH:3]([N:4]([CH3:5])[CH3:6])[O:7][CH3:8].[CH3:26][C:27]1([CH3:46])[N:28]=[C:29]([S:33][CH2:34][c:35]2[c:36]([CH2:41][C:42](=[O:43])[O:44][CH3:45])[cH:37][cH:38][cH:39][cH:40]2)[S:30][C:31]1=[CH2:32].[Na+:51].[O-:9][S:10]([c:11]1[cH:12][cH:13][c:14]([CH3:15])[cH:16][cH:17]1)(=[O:18])=[O:19].[nH+:20]1[cH:21][cH:22][cH:23][cH:24][cH:25]1>>[CH:3]([N:4]([CH3:5])[CH3:6])=[C:41]([c:36]1[c:35]([CH2:34][S:33][C:29]2=[N:28][C:27]([CH3:26])([CH3:46])[C:31](=[CH2:32])[S:30]2)[cH:40][cH:39][cH:38][cH:37]1)[C:42](=[O:43])[O:44][CH3:45]. Reactants: Br, CCOC(=O)N1CCC(Nc2nc3ccccc3n2Cc2ccc(F)cc2)CC1. Yields the product Fc1ccc(Cn2c(NC3CCNCC3)nc3ccccc32)cc1. RXN SMILES: [BrH:30].[F:1][c:2]1[cH:3][cH:4][c:5]([CH2:6][n:7]2[c:8]([NH:16][CH:17]3[CH2:18][CH2:19][N:20]([C:23]([O:24][CH2:25][CH3:26])=[O:27])[CH2:21][CH2:22]3)[n:9][c:10]3[c:11]2[cH:12][cH:13][cH:14][cH:15]3)[cH:28][cH:29]1>>[F:1][c:2]1[cH:3][cH:4][c:5]([CH2:6][n:7]2[c:8]([NH:16][CH:17]3[CH2:18][CH2:19][NH:20][CH2:21][CH2:22]3)[n:9][c:10]3[c:11]2[cH:12][cH:13][cH:14][cH:15]3)[cH:28][cH:29]1. Starting materials: COC=1C=C(C=CC1OC)C1=COC2=C(C(=CC=C2C1=O)O)C (3-(3,4-dimethoxy-phenyl)-7-hydroxy-8-methyl-chromen-4-one), C(C)(=O)OC(C)=O (acetic anhydride). Run in N1=CC=CC=C1 (pyridine). Yields the product COC=1C=C(C=CC1OC)C1=COC2=C(C(=CC=C2C1=O)OC(C)=O)C (acetic acid 3-(3,4-dimethoxy-phenyl)-8-methyl-4-oxo-4H-chromen-7-yl ester). RXN SMILES: [CH3:1][O:2][C:3]1[CH:4]=[C:5]([C:11]2[C:20](=[O:21])[C:19]3[C:14](=[C:15]([CH3:23])[C:16]([OH:22])=[CH:17][CH:18]=3)[O:13][CH:12]=2)[CH:6]=[CH:7][C:8]=1[O:9][CH3:10].[C:24](OC(=O)C)(=[O:26])[CH3:25]>N1C=CC=CC=1>[CH3:1][O:2][C:3]1[CH:4]=[C:5]([C:11]2[C:20](=[O:21])[C:19]3[C:14](=[C:15]([CH3:23])[C:16]([O:22][C:24](=[O:26])[CH3:25])=[CH:17][CH:18]=3)[O:13][CH:12]=2)[CH:6]=[CH:7][C:8]=1[O:9][CH3:10]. Reported procedure: 3-(3,4-dimethoxy-phenyl)-7-hydroxy-8-methyl-chromen-4-one (9.82 g, 31 mmol), acetic anhydride (62 ml) and pyridine (6.2 ml) were combined in a round bottom flask and heated to reflux. The reaction was cooled to room temperature after 3 hours of heating, and a crystalline solid formed. The solid was filtered and rinsed with H2O (1 L). 1H NMR in d-CDCl3 indicated pale brown crystals was acetic acid 3-(3,4-dimethoxy-phenyl) -8-methyl-4-oxo-4H-chromen-7-yl ester in 90% purity (7.214 g, 71%). Reactants: compound A, ClC1=C(C=CC(=C1)Cl)C1=CC2=C(N(C3=CC=C(C=C23)C(CC(COC2OCCCC2)=O)=O)C)N(C1=O)C (1-[3-(2,4-dichlorophenyl)-1,9-dimethyl-2-oxo-2,9-dihydro-1H-pyrido[2,3-b]indol-6-yl]-4-(tetrahydropyran-2-yloxy)butane-1,3-dione), O.NN (hydrazine monohydrate). Product: ClC1=C(C=CC(=C1)Cl)C1=CC2=C(N(C3=CC=C(C=C23)C=2NN=C(C2)COC2OCCCC2)C)N(C1=O)C (3-(2,4-Dichlorophenyl)-1,9-dimethyl-6-[5-(tetrahydropyran-2-yloxymethyl)-2H-pyrazol-3-yl]-1,9-dihydropyrido[2,3-b]indol-2-one). As a reaction SMILES: [Cl:1][C:2]1[CH:7]=[C:6]([Cl:8])[CH:5]=[CH:4][C:3]=1[C:9]1[C:35](=[O:36])[N:34]([CH3:37])[C:12]2[N:13]([CH3:33])[C:14]3[C:19]([C:11]=2[CH:10]=1)=[CH:18][C:17]([C:20](=O)[CH2:21][C:22](=O)[CH2:23][O:24][CH:25]1[CH2:30][CH2:29][CH2:28][CH2:27][O:26]1)=[CH:16][CH:15]=3.O.[NH2:39][NH2:40]>>[Cl:1][C:2]1[CH:7]=[C:6]([Cl:8])[CH:5]=[CH:4][C:3]=1[C:9]1[C:35](=[O:36])[N:34]([CH3:37])[C:12]2[N:13]([CH3:33])[C:14]3[C:19]([C:11]=2[CH:10]=1)=[CH:18][C:17]([C:20]1[NH:39][N:40]=[C:22]([CH2:23][O:24][CH:25]2[CH2:30][CH2:29][CH2:28][CH2:27][O:26]2)[CH:21]=1)=[CH:16][CH:15]=3 |f:1.2|. Reported procedure: The process is carried out as in Example 80 above, with compound A, 1-[3-(2,4-dichlorophenyl)-1,9-dimethyl-2-oxo-2,9-dihydro-1H-pyrido[2,3-b]indol-6-yl]-4-(tetrahydropyran-2-yloxy)butane-1,3-dione and hydrazine monohydrate.